From a dataset of the Open Reaction Database (ORD), a public repository of structured organic reaction records. describe an organic reaction: reactants, conditions, products, and yield Starting materials: 2-acylpyridine, primary amine, solution, C(C)#N (acetonitrile), CO (methanol), N1=C(C=CC=C1)C=O (picolinaldehyde), Cl (hydrochloric acid), C=O (formalin). Reaction SMILES: Cl.[N:2]1[CH:7]=[CH:6][CH:5]=[CH:4][C:3]=1[CH:8]=O.C=O.CO.[C:14](#[N:16])C>C(O)C.C(Cl)Cl>[CH:8]1[N:16]=[CH:14][N:2]2[CH:7]=[CH:6][CH:5]=[CH:4][C:3]=12. Reported procedure: Imidazo[1,5-a]pyridine fluorophores were prepared by adding 1 equivalent (equiv) of 3 M hydrochloric acid in ethanol (an additional equivalent of acid was used in reactions with basic substrates) and picolinaldehyde or other 2-acylpyridine to 1 equiv of a 0.5 M solution of 1 equiv of primary amine in dry ethanol or acetonitrile and 1.5 equiv of formalin. The reaction was stirred at room temperature for the specified period of time (i.e., from about 15 min to about 12 hours) and monitored by anal... The product is C=1N=CN2C1C=CC=C2 (Imidazo[1,5-a]pyridine). Run in C(C)O (ethanol), C(Cl)Cl (DCM), C(C)O (ethanol).